Dataset: the Open Reaction Database (ORD), a public repository of structured organic reaction records. Task: describe an organic reaction: reactants, conditions, products, and yield Reactants: CCCCCCCCCC(=O)Cl, O=C1NCN(c2ccccc2)C12CCN(CC1CCc3ccccc3C1O)CC2, c1ccncc1. Yields the product CCCCCCCCCC(=O)OC1c2ccccc2CCC1CN1CCC2(CC1)C(=O)NCN2c1ccccc1. As a reaction SMILES: [C:30]([CH2:31][CH2:32][CH2:33][CH2:34][CH2:35][CH2:36][CH2:37][CH2:38][CH3:39])(=[O:40])[Cl:41].[c:1]1([N:7]2[CH2:8][NH:9][C:10](=[O:29])[C:11]23[CH2:12][CH2:13][N:14]([CH2:17][CH:18]2[CH:19]([OH:28])[c:20]4[cH:21][cH:22][cH:23][cH:24][c:25]4[CH2:26][CH2:27]2)[CH2:15][CH2:16]3)[cH:2][cH:3][cH:4][cH:5][cH:6]1.[cH:42]1[cH:43][cH:44][n:45][cH:46][cH:47]1>>[c:1]1([N:7]2[CH2:8][NH:9][C:10](=[O:29])[C:11]23[CH2:12][CH2:13][N:14]([CH2:17][CH:18]2[CH:19]([O:28][C:30]([CH2:31][CH2:32][CH2:33][CH2:34][CH2:35][CH2:36][CH2:37][CH2:38][CH3:39])=[O:40])[c:20]4[cH:21][cH:22][cH:23][cH:24][c:25]4[CH2:26][CH2:27]2)[CH2:15][CH2:16]3)[cH:2][cH:3][cH:4][cH:5][cH:6]1. Reactants: C(C1=CC=CC=C1)N1CCN(CC1)C1=CC=C(C(=O)O)C=C1 (4-(4-benzylpiperazin-1-yl)benzoic acid), C(=O)(N1C=NC=C1)N1C=NC=C1 (1,1′-carbonyldiimidazole), N[C@@H]1COC2=C(C1)C(=CC=C2)N2CCN(CC2)C ((S)-3-amino-5-(4-methylpiperazin-1-yl)-3,4 dihydro-2H-1-benzopyran). Run in CN(C=O)C (N,N-dimethylformamide). Reaction conditions: temperature 75 celsius, time 20 hour. Product: 25, CN1CCN(CC1)C1=CC=CC2=C1C[C@@H](CO2)NC(C2=CC=C(C=C2)N2CCN(CC2)CC2=CC=CC=C2)=O ((S)-N-[5-(4-Methylpiperazin-1-yl)-3,4 dihydro-2H-1-benzopyran-3-yl]-4-(4-benzylpiperazin-1-yl)benzamide). The yield is 80.0%. As a reaction SMILES: [CH2:1]([N:8]1[CH2:13][CH2:12][N:11]([C:14]2[CH:22]=[CH:21][C:17]([C:18](O)=[O:19])=[CH:16][CH:15]=2)[CH2:10][CH2:9]1)[C:2]1[CH:7]=[CH:6][CH:5]=[CH:4][CH:3]=1.C(N1C=CN=C1)(N1C=CN=C1)=O.[NH2:35][C@H:36]1[CH2:41][C:40]2[C:42]([N:46]3[CH2:51][CH2:50][N:49]([CH3:52])[CH2:48][CH2:47]3)=[CH:43][CH:44]=[CH:45][C:39]=2[O:38][CH2:37]1>CN(C)C=O>[CH3:52][N:49]1[CH2:50][CH2:51][N:46]([C:42]2[C:40]3[CH2:41][C@H:36]([NH:35][C:18](=[O:19])[C:17]4[CH:21]=[CH:22][C:14]([N:11]5[CH2:10][CH2:9][N:8]([CH2:1][C:2]6[CH:3]=[CH:4][CH:5]=[CH:6][CH:7]=6)[CH2:13][CH2:12]5)=[CH:15][CH:16]=4)[CH2:37][O:38][C:39]=3[CH:45]=[CH:44][CH:43]=2)[CH2:47][CH2:48]1. Procedure: A suspension of 4-(4-benzylpiperazin-1-yl)benzoic acid (1.3 g, 4.2 mmol) and 1,1′-carbonyldiimidazole (740 mg, 4.2 mmol) in N,N-dimethylformamide (30 mL) was heated to 75° C. for 1.5 h. The reaction mixture was cooled to 50° C. and a solution of (S)-3-amino-5-(4-methylpiperazin-1-yl)-3,4 dihydro-2H-1-benzopyran (1.0 g, 4.0 mmol) was added. The solution was stirred at 50° C. for 20 h and the solvent was evaporated in vacuo giving 3.5 g of a crude product. Purification by chromatography on a silic... The reactants are S1C2=C(C(=C1)C(=O)O)CCCC2 (4,5,6,7-tetrahydrobenzo[b]thiophene-3-carboxylic acid), NC=1C=CC(=C(C#N)C1)N1CCC(CC1)O (5-amino-2-(4-hydroxypiperidin-1-yl)benzonitrile). Product: C(#N)C=1C=C(C=CC1N1CCC(CC1)O)NC(=O)C=1C2=C(SC1)CCCC2 (N-[3-cyano-4-(4-hydroxypiperidin-1-yl)phenyl]-4,5,6,7-tetrahydrobenzo[b]thiophene-3-carboxamide). Yield: 52.6%. Reaction SMILES: [S:1]1[CH:5]=[C:4]([C:6]([OH:8])=O)[C:3]2[CH2:9][CH2:10][CH2:11][CH2:12][C:2]1=2.[NH2:13][C:14]1[CH:15]=[CH:16][C:17]([N:22]2[CH2:27][CH2:26][CH:25]([OH:28])[CH2:24][CH2:23]2)=[C:18]([CH:21]=1)[C:19]#[N:20]>>[C:19]([C:18]1[CH:21]=[C:14]([NH:13][C:6]([C:4]2[C:3]3[CH2:9][CH2:10][CH2:11][CH2:12][C:2]=3[S:1][CH:5]=2)=[O:8])[CH:15]=[CH:16][C:17]=1[N:22]1[CH2:27][CH2:26][CH:25]([OH:28])[CH2:24][CH2:23]1)#[N:20]. Procedure details: By the reaction and treatment in the same manner as in Example 6 using 4,5,6,7-tetrahydrobenzo[b]thiophene-3-carboxylic acid (1.2 g) and 5-amino-2-(4-hydroxypiperidin-1-yl)benzonitrile (1.3 g), the title compound (1.2 g) was obtained. melting point: 172-173° C. The reactants are Cc1nc(I)cn1CCNC(=O)OC(C)(C)C, ClCCl, Cl, C1COCCO1. Yields the product Cl, Cc1nc(I)cn1CCN. Reaction SMILES: [C:1]([O:2][C:3](=[O:4])[NH:7][CH2:8][CH2:9][n:10]1[c:11]([CH3:16])[n:12][c:13]([I:15])[cH:14]1)([CH3:5])([CH3:6])[CH3:17].[Cl:25][CH2:26][Cl:27].[ClH:18].[O:19]1[CH2:20][CH2:21][O:22][CH2:23][CH2:24]1>>[ClH:18].[NH2:7][CH2:8][CH2:9][n:10]1[c:11]([CH3:16])[n:12][c:13]([I:15])[cH:14]1. The reactants are ClC1=C(C(=O)OC)C=C(C=N1)Cl (Methyl 2,5-dichloronicotinate), FC(C1=CC=C(OC2CNC2)C=C1)(F)F (3-(4-(trifluoromethyl)phenoxy)azetidine). Yields the product ClC=1C=NC(=C(C(=O)OC)C1)N1CC(C1)OC1=CC=C(C=C1)C(F)(F)F (methyl 5-chloro-2-(3-(4-(trifluoromethyl)phenoxy)azetidin-1-yl)nicotinate). Yield: 66.7%. As a reaction SMILES: Cl[C:2]1[N:11]=[CH:10][C:9]([Cl:12])=[CH:8][C:3]=1[C:4]([O:6][CH3:7])=[O:5].[F:13][C:14]([F:27])([F:26])[C:15]1[CH:25]=[CH:24][C:18]([O:19][CH:20]2[CH2:23][NH:22][CH2:21]2)=[CH:17][CH:16]=1>>[Cl:12][C:9]1[CH:10]=[N:11][C:2]([N:22]2[CH2:23][CH:20]([O:19][C:18]3[CH:17]=[CH:16][C:15]([C:14]([F:13])([F:27])[F:26])=[CH:25][CH:24]=3)[CH2:21]2)=[C:3]([CH:8]=1)[C:4]([O:6][CH3:7])=[O:5]. Reported procedure: The title compound (D78) (200 mg) was prepared according to the experimental procedure described in Description 62 starting from Methyl 2,5-dichloronicotinate (160 mg, 0.775 mmol) and 3-(4-(trifluoromethyl)phenoxy)azetidine (D52) (202.13 mg, 0.903 mmol). Reactants: C(C)C12C(CCOC=3C1=CC=1C=NN(C1C3)C3=CC(=NC=C3)C)CC3(OCCO3)CC2 (rac-(4aR,12bS)-12b-ethyl-9-(2-methylpyridin-4-yl)-1,2,4,4a,5,6,9,12b-octahydrospiro[benzo[4,5]oxepino[3,2-f]indazole-3,2′-[1,3]dioxolane]), CC=1C=CC(=CC1)S(=O)(=O)O (pTSA). Run in CC(=O)C (acetone), CC(=O)C (acetone). Conditions: time 1 hour. The product is C(C)[C@]12[C@H](CCOC=3C1=CC=1C=NN(C1C3)C3=CC(=NC=C3)C)CC(CC2)=O ((4aR,12bS)-12b-ethyl-9-(2-methylpyridin-4-yl)-4,4a,5,6,9,12b-hexahydro-1H-benzo[4,5]oxepino[3,2-f]indazol-3(2H)-one). Isolated yield 100.4%. Reaction SMILES: [CH2:1]([C:3]12[CH2:31][CH2:30][C:25]3(OCC[O:26]3)[CH2:24][CH:4]1[CH2:5][CH2:6][O:7][C:8]1[C:9]2=[CH:10][C:11]2[CH:12]=[N:13][N:14]([C:17]3[CH:22]=[CH:21][N:20]=[C:19]([CH3:23])[CH:18]=3)[C:15]=2[CH:16]=1)[CH3:2].CC1C=CC(S(O)(=O)=O)=CC=1>CC(C)=O>[CH2:1]([C@:3]12[CH2:31][CH2:30][C:25](=[O:26])[CH2:24][C@H:4]1[CH2:5][CH2:6][O:7][C:8]1[C:9]2=[CH:10][C:11]2[CH:12]=[N:13][N:14]([C:17]3[CH:22]=[CH:21][N:20]=[C:19]([CH3:23])[CH:18]=3)[C:15]=2[CH:16]=1)[CH3:2]. Procedure details: A 100 mL round-bottom flask equipped with air cooled reflux condenser and nitrogen inlet adapter was charged with rac-(4aR,12bS)-12b-ethyl-9-(2-methylpyridin-4-yl)-1,2,4,4a,5,6,9,12b-octahydrospiro[benzo[4,5]oxepino[3,2-f]indazole-3,2′-[1,3]dioxolane] (91, R1=2-methylpyridin-4-yl, R2=Ethyl) (1.11 g, 2.65 mmol) and pTSA (0.654 g, 3.44 mmol) in acetone (26.5 mL) and the reaction mixture was heated at about reflux in a heating block for about 16 h, after which additional acetone (26.5 mL) was added... The reactants are COc1ccccc1C(=O)c1nccn1CC(CCOS(C)(=O)=O)c1ccc(Cl)c(Cl)c1, Cc1cc(C)cc(C23CCN(CC2)CC3)c1, CC#N. The product is COc1ccccc1C(=O)c1nccn1CC(CC[N+]12CCC(c3cc(C)cc(C)c3)(CC1)CC2)c1ccc(Cl)c(Cl)c1, CS(=O)(=O)[O-]. RXN SMILES: [CH3:1][S:2](=[O:3])(=[O:4])[O:5][CH2:6][CH2:7][CH:8]([CH2:9][n:10]1[c:11]([C:15]([c:16]2[c:17]([O:22][CH3:23])[cH:18][cH:19][cH:20][cH:21]2)=[O:24])[n:12][cH:13][cH:14]1)[c:25]1[cH:26][c:27]([Cl:32])[c:28]([Cl:31])[cH:29][cH:30]1.[CH3:33][c:34]1[cH:35][c:36]([C:41]23[CH2:42][CH2:43][N:44]([CH2:45][CH2:46]2)[CH2:47][CH2:48]3)[cH:37][c:38]([CH3:40])[cH:39]1.[CH3:49][C:50]#[N:51]>>[CH2:6]([CH2:7][CH:8]([CH2:9][n:10]1[c:11]([C:15]([c:16]2[c:17]([O:22][CH3:23])[cH:18][cH:19][cH:20][cH:21]2)=[O:24])[n:12][cH:13][cH:14]1)[c:25]1[cH:26][c:27]([Cl:32])[c:28]([Cl:31])[cH:29][cH:30]1)[N+:44]12[CH2:43][CH2:42][C:41]([c:36]3[cH:35][c:34]([CH3:33])[cH:39][c:38]([CH3:40])[cH:37]3)([CH2:46][CH2:45]1)[CH2:48][CH2:47]2.[CH3:1][S:2](=[O:3])(=[O:4])[O-:5]. The reactants are COC1=CC=C(CNC2=NC(=NC(=N2)C=2C(=NC=C(C2)C(=O)N2CCOCC2)NC=2C=NC(=CC2)OC)C)C=C1 ((4-methoxybenzyl)-4-(2-((6-methoxy-3-pyridinyl)amino)-5-(4-morpholinylcarbonyl)-3-pyridinyl)-6-methyl-1,3,5-triazin-2-amine), OS(=O)(=O)C(F)(F)F (triflic acid). Run in C(=O)(C(F)(F)F)O (TFA). Run at temperature 80 celsius. Yields the product COC1=CC=C(C=N1)NC1=NC=C(C=C1C1=NC(=NC(=N1)C)N)C(=O)N1CCOCC1 (4-(2-((6-methoxy-3-pyridinyl)amino)-5-(4-morpholinylcarbonyl)-3-pyridinyl)-6-methyl-1,3,5-triazin-2-amine). The yield is 68.9%. RXN SMILES: COC1C=CC(C[NH:8][C:9]2[N:14]=[C:13]([C:15]3[C:16]([NH:29][C:30]4[CH:31]=[N:32][C:33]([O:36][CH3:37])=[CH:34][CH:35]=4)=[N:17][CH:18]=[C:19]([C:21]([N:23]4[CH2:28][CH2:27][O:26][CH2:25][CH2:24]4)=[O:22])[CH:20]=3)[N:12]=[C:11]([CH3:38])[N:10]=2)=CC=1.OS(C(F)(F)F)(=O)=O>C(O)(C(F)(F)F)=O>[CH3:37][O:36][C:33]1[N:32]=[CH:31][C:30]([NH:29][C:16]2[C:15]([C:13]3[N:12]=[C:11]([CH3:38])[N:10]=[C:9]([NH2:8])[N:14]=3)=[CH:20][C:19]([C:21]([N:23]3[CH2:24][CH2:25][O:26][CH2:27][CH2:28]3)=[O:22])=[CH:18][N:17]=2)=[CH:35][CH:34]=1. Reported procedure: A solution of N,N-b is (4-methoxybenzyl)-4-(2-((6-methoxy-3-pyridinyl)amino)-5-(4-morpholinylcarbonyl)-3-pyridinyl)-6-methyl-1,3,5-triazin-2-amine (0.128 g, 0.193 mmol) in TFA (2.00 mL) at ambient temperature was treated with triflic acid (0.051 mL, 0.579 mmol) and heated for 4 h at 80° C. The reaction mixture was concentrated, but not to dryness. A few ice cubes were added and saturated NaHCO3 (aq.) was added until pH was about 7. The solid was collected by filtration, washed with water and CH2... The reactants are C(C)OC(C(=CC1CCCC1)C1=CC=C(C=C1)S(=O)(=O)C)=O (3-cyclopentyl-2-(4-meth-anesulfonyl-phenyl)-acrylic acid ethyl ester), [OH-].[Na+] (sodium hydroxide). Run in CO (methanol). Reaction conditions: temperature 25 celsius, time 20 hour. The product is C1(CCCC1)C=C(C(=O)O)C1=CC=C(C=C1)S(=O)(=O)C (3-cyclopentyl-2-(4-methanesulfonyl-phenyl)-acrylic acid). Isolated yield 105.2%. As a reaction SMILES: C([O:3][C:4](=[O:22])[C:5]([C:12]1[CH:17]=[CH:16][C:15]([S:18]([CH3:21])(=[O:20])=[O:19])=[CH:14][CH:13]=1)=[CH:6][CH:7]1[CH2:11][CH2:10][CH2:9][CH2:8]1)C.[OH-].[Na+]>CO>[CH:7]1([CH:6]=[C:5]([C:12]2[CH:17]=[CH:16][C:15]([S:18]([CH3:21])(=[O:20])=[O:19])=[CH:14][CH:13]=2)[C:4]([OH:22])=[O:3])[CH2:11][CH2:10][CH2:9][CH2:8]1 |f:1.2|. Procedure: A solution of the isomeric mixture of 3-cyclopentyl-2-(4-meth-anesulfonyl-phenyl)-acrylic acid ethyl ester [65.02 g, 0.202 mol, (E):(Z)=1.63:1] in methanol (504 mL) was treated with a 1N aqueous sodium hydroxide solution (423 mL, 0.423 mol). The reaction mixture was stirred at 25° C. for 20 h, at which time, thin layer chromatography indicated the presence of starting material. The reaction mixture was then concentrated in vacuo to remove some of the methanol (300 mL). The resulting reaction mix... Starting materials: CC(C)(C#N)c1cccc(C(=O)O)c1, CC(C)C[Al+]CC(C)C, CCCCCC, CCOC(C)=O, Cc1ccccc1, Cl, [H-]. Yields the product CC(C)(C=O)c1cccc(C(=O)O)c1. RXN SMILES: [C:1](#[N:2])[C:3]([CH3:4])([CH3:5])[c:6]1[cH:7][c:8]([C:9](=[O:10])[OH:11])[cH:12][cH:13][cH:14]1.[CH2:16]([Al+:17][CH2:18][CH:19]([CH3:20])[CH3:21])[CH:22]([CH3:23])[CH3:24].[CH3:25][CH2:26][CH2:27][CH2:28][CH2:29][CH3:30].[CH3:32][CH2:33][O:34][C:35](=[O:36])[CH3:37].[CH3:38][c:39]1[cH:40][cH:41][cH:42][cH:43][cH:44]1.[ClH:31].[H-:15]>>[CH:1]([C:3]([CH3:4])([CH3:5])[c:6]1[cH:7][c:8]([C:9](=[O:10])[OH:11])[cH:12][cH:13][cH:14]1)=[O:34].